From a dataset of the Open Reaction Database (ORD), a public repository of structured organic reaction records. describe an organic reaction: reactants, conditions, products, and yield Solvent: O1CCCC1 (tetrahydrofuran), petroleum ether. Reactants: C[Mg]Cl (Methylmagnesium chloride), C(C1=CC=CC=C1)OC(N[C@@H]1CC[C@H](CC1)C(N(C)OC)=O)=O ([trans-4-(methoxy-methyl-carbamoyl)-cyclohexyl]-carbamic acid benzyl ester), C(C)(=O)OCC (ethyl acetate). As a reaction SMILES: C[Mg]Cl.[CH2:4]([O:11][C:12](=[O:26])[NH:13][C@H:14]1[CH2:19][CH2:18][C@H:17]([C:20](=[O:25])N(OC)C)[CH2:16][CH2:15]1)[C:5]1[CH:10]=[CH:9][CH:8]=[CH:7][CH:6]=1.[C:27](OCC)(=O)C>O1CCCC1>[CH2:4]([O:11][C:12](=[O:26])[NH:13][C@H:14]1[CH2:15][CH2:16][C@H:17]([C:20](=[O:25])[CH3:27])[CH2:18][CH2:19]1)[C:5]1[CH:6]=[CH:7][CH:8]=[CH:9][CH:10]=1. Product: C(C1=CC=CC=C1)OC(N[C@@H]1CC[C@H](CC1)C(C)=O)=O ((trans-4-acetyl-cyclohexyl)-carbamic acid benzyl ester). Procedure details: Methylmagnesium chloride (3M solution in tetrahydrofuran, 31 mg, 0.41 mmol, 2.2 eq) is added at −10° C. to a stirred solution of [trans-4-(methoxy-methyl-carbamoyl)-cyclohexyl]-carbamic acid benzyl ester (60 mg, 0.19 mmol, 1.0 eq) in tetrahydrofuran (5 mL). After 3 hours stirring at −10° C., solvent is evaporated and the residue is extracted with ethyl acetate (3×10 mL) and a saturated ammonium chloride aqueous solution (10 mL). The combined organic layers are dried over sodium sulfate, filtered... Reaction conditions: temperature -10 celsius, time 3 hour. The yield is 39.0%.